From a dataset of the Open Reaction Database (ORD), a public repository of structured organic reaction records. describe an organic reaction: reactants, conditions, products, and yield Product: CC(=O)OCCC1NC(=O)C1NC(=O)OCc1ccccc1[N+](=O)[O-]. RXN SMILES: [CH2:44]([Cl:45])[Cl:46].[CH3:26][C:27]([Cl:28])=[O:29].[N+:1](=[O:2])([O-:3])[c:4]1[c:5]([CH2:6][O:7][C:8](=[O:9])[NH:10][CH:11]2[CH:12]3[CH2:13][CH2:14][O:15][C:16]([CH3:20])([CH3:21])[N:17]3[C:18]2=[O:19])[cH:22][cH:23][cH:24][cH:25]1.[OH2:43].[OH:36][C:37]([C:38]([F:39])([F:40])[F:41])=[O:42].[cH:30]1[cH:31][cH:32][n:33][cH:34][cH:35]1>>[N+:1](=[O:2])([O-:3])[c:4]1[c:5]([CH2:6][O:7][C:8](=[O:9])[NH:10][CH:11]2[CH:12]([CH2:13][CH2:14][O:15][C:16]([CH3:20])=[O:29])[NH:17][C:18]2=[O:19])[cH:22][cH:23][cH:24][cH:25]1. Reactants: ClCCl, CC(=O)Cl, CC1(C)OCCC2C(NC(=O)OCc3ccccc3[N+](=O)[O-])C(=O)N21, O, O=C(O)C(F)(F)F, c1ccncc1.